This data is from the Open Reaction Database (ORD), a public repository of structured organic reaction records. The task is: describe an organic reaction: reactants, conditions, products, and yield Reactants: O=C[C@@H](O)[C@@H](O)[C@@H](O)CO (L-ribose), S(O)(O)(=O)=O (sulfuric acid), C(C)(=O)OC(C)=O (acetic anhydride), Cl (hydrochloric acid), C(C)(=O)OC(C)=O (acetic anhydride), C(C)(=O)O (acetic acid). Run in N1=CC=CC=C1 (pyridine), CO (methanol). Product: C(C)(=O)O[C@@H]1[C@@H](OC(C)=O)[C@@H](OC(C)=O)[C@@H](O1)COC(C)=O (1,2,3,5-tetra-O-acetyl-β-L-ribofuranose). Isolated yield 57.0%. Reaction SMILES: [O:1]=[CH:2][C@H:3]([C@H:5]([C@H:7]([CH2:9][OH:10])[OH:8])[OH:6])[OH:4].Cl.C(O[C:16](=[O:18])[CH3:17])(=O)C.S(=O)(=O)(O)O.[C:24]([OH:27])(=O)[CH3:25]>CO.N1C=CC=CC=1>[C:2]([O:1][C@H:2]1[O:8][C@@H:7]([CH2:9][O:10][C:16](=[O:18])[CH3:17])[C@H:5]([O:6][C:24](=[O:27])[CH3:25])[C@@H:3]1[O:4][C:5](=[O:6])[CH3:7])(=[O:1])[CH3:3]. Procedure details: In Non-Patent Document 2, L-ribose is used as a starting material, the alkylation of the hydroxyl group at 1-position is carried out in methanol that contains hydrochloric acid, the acetylation is carried out with acetic anhydride in pyridine, and the acetolysis is carried out in acetic acid and acetic anhydride in the presence of concentrated sulfuric acid. By recrystallizing from ethyl ether, 1,2,3,5-tetra-O-acetyl-β-L-ribofuranose is obtained at a total yield of 57%. Hereinafter, in the prese... The reactants are N1(C=NC=C1)CCCC1=CC=C(OCC=2N=C(OC2)\C=C\C2=CC=CC=C2)C=C1 (4-[4-[3-(1-imidazolyl)propyl]-phenoxymethyl]-2-[(E)-2-phenylethenyl]oxazole). Reagents/catalysts: [C].[Pd] (palladium-carbon). Solvent: C(C)O (ethanol). The product is N1(C=NC=C1)CCCC1=CC=C(OCC=2N=C(OC2)CCC2=CC=CC=C2)C=C1 (4-[4-[3-(1-imidazolyl)propyl]phenoxymethyl]-2-(2-phenylethyl)oxazole). Isolated yield 56.4%. RXN SMILES: [N:1]1([CH2:6][CH2:7][CH2:8][C:9]2[CH:29]=[CH:28][C:12]([O:13][CH2:14][C:15]3[N:16]=[C:17](/[CH:20]=[CH:21]/[C:22]4[CH:27]=[CH:26][CH:25]=[CH:24][CH:23]=4)[O:18][CH:19]=3)=[CH:11][CH:10]=2)[CH:5]=[CH:4][N:3]=[CH:2]1>C(O)C.[C].[Pd]>[N:1]1([CH2:6][CH2:7][CH2:8][C:9]2[CH:29]=[CH:28][C:12]([O:13][CH2:14][C:15]3[N:16]=[C:17]([CH2:20][CH2:21][C:22]4[CH:23]=[CH:24][CH:25]=[CH:26][CH:27]=4)[O:18][CH:19]=3)=[CH:11][CH:10]=2)[CH:5]=[CH:4][N:3]=[CH:2]1 |f:2.3|. Reported procedure: To a solution of 4-[4-[3-(1-imidazolyl)propyl]-phenoxymethyl]-2-[(E)-2-phenylethenyl]oxazole (300 mg) in ethanol (100 ml) was added palladium-carbon (5%, wet, 300 mg). The mixture was subjected to catalytic hydrogenation at room temperature under atmospheric pressure. The catalyst was filtered off. The filtrate was concentrated to leave a crystalline product, which was recrystallized from ethyl acetate-hexane to give 4-[4-[3-(1-imidazolyl)propyl]phenoxymethyl]-2-(2-phenylethyl)oxazole (170 mg, 5...